Dataset: the Open Reaction Database (ORD), a public repository of structured organic reaction records. Task: describe an organic reaction: reactants, conditions, products, and yield Starting materials: ClC1=C(C=NC=C1)NC1=NC=C2N1N=C(C=C2)C2=C(C=CC=C2F)F (N-(4-chloro-3-pyridinyl)-2-(2,6-difluorophenyl)-imidazo[1,5-b]pyridazin-7-amine), OC1=CC=C(C=N1)B(O)O (6-hydroxypyridin-3-ylboronic acid), C(=O)([O-])[O-].[Na+].[Na+] (Na2CO3), O (H2O). Reagents/catalysts: C=1C=CC(=CC1)[P](C=2C=CC=CC2)(C=3C=CC=CC3)[Pd]([P](C=4C=CC=CC4)(C=5C=CC=CC5)C=6C=CC=CC6)([P](C=7C=CC=CC7)(C=8C=CC=CC8)C=9C=CC=CC9)[P](C=1C=CC=CC1)(C=1C=CC=CC1)C=1C=CC=CC1 (Pd(PPh3)4). Solvent: O1CCOCC1 (dioxane). Reaction conditions: temperature 120 celsius. Yields the product FC1=C(C(=CC=C1)F)C=1C=CC=2N(N1)C(=NC2)NC=2C=NC=CC2C2=CNC(C=C2)=O (3′-((2-(2,6-difluorophenyl)imidazo[1,5-b]pyridazin-7-yl)amino)-3,4′-bipyridin-6(1 H)-one). Yield: 2.2%. RXN SMILES: Cl[C:2]1[CH:7]=[CH:6][N:5]=[CH:4][C:3]=1[NH:8][C:9]1[N:13]2[N:14]=[C:15]([C:18]3[C:23]([F:24])=[CH:22][CH:21]=[CH:20][C:19]=3[F:25])[CH:16]=[CH:17][C:12]2=[CH:11][N:10]=1.[OH:26][C:27]1[N:32]=[CH:31][C:30](B(O)O)=[CH:29][CH:28]=1.C([O-])([O-])=O.[Na+].[Na+].O>O1CCOCC1.C1C=CC([P]([Pd]([P](C2C=CC=CC=2)(C2C=CC=CC=2)C2C=CC=CC=2)([P](C2C=CC=CC=2)(C2C=CC=CC=2)C2C=CC=CC=2)[P](C2C=CC=CC=2)(C2C=CC=CC=2)C2C=CC=CC=2)(C2C=CC=CC=2)C2C=CC=CC=2)=CC=1>[F:25][C:19]1[CH:20]=[CH:21][CH:22]=[C:23]([F:24])[C:18]=1[C:15]1[CH:16]=[CH:17][C:12]2[N:13]([C:9]([NH:8][C:3]3[CH:4]=[N:5][CH:6]=[CH:7][C:2]=3[C:30]3[CH:29]=[CH:28][C:27](=[O:26])[NH:32][CH:31]=3)=[N:10][CH:11]=2)[N:14]=1 |f:2.3.4,^1:52,54,73,92|. Procedure: A glass microwave reaction vessel was charged with N-(4-chloro-3-pyridinyl)-2-(2,6-difluorophenyl)imidazo[1,5-b]pyridazin-7-amine (Example 27, Step 1, 40 mg, 0.11 mmol), 6-hydroxypyridin-3-ylboronic acid (19 mg, 0.13 mmol, Combi-Blocks, Inc.), Pd(PPh3)4 (13 mg, 0.01 mmol) and 2 M Na2CO3 (aq., 0.17 mL, 0.34 mmol) in dioxane (1.00 mL). The reaction was stirred and heated in a microwave at 120° C. for 20 min. H2O was added and the mixture was extracted with EtOAc (3×). The combined organic layers w... Run at time 12 hour. The reagents and catalysts are [Pd] (Pd on carbon). Procedure: To a solution of (−)-5-(benzyloxycarbonyl)-4-ethyl-1,6-dihydro-2-methoxy-6-(3,4-difluorophenyl)-1-[methoxycarbonyl]pyrimidine (0.45 g, 1.18 mmol) in 20 mL of MeOH was added 0.05 g of 10% Pd on carbon and the resulting suspension was hydrogenated under 100 psi for 12 h. The catalyst was then filtered through a pad of celite and was washed thoroughly with MeOH. All the MeOH washings were collected and the solvent was removed in vacuo to obtain 0.42 g (99% yield) of (−)-1,2,3,6-tetrahydro-4-ethyl-2... Run in CO (MeOH). Isolated yield 104.6%. Reaction SMILES: C([O:8][C:9]([C:11]1[CH:16]([C:17]2[CH:22]=[CH:21][C:20]([F:23])=[C:19]([F:24])[CH:18]=2)[N:15]([C:25]([O:27][CH3:28])=[O:26])[C:14]([O:29]C)=[N:13][C:12]=1[CH2:31][CH3:32])=[O:10])C1C=CC=CC=1>CO.[Pd]>[CH2:31]([C:12]1[NH:13][C:14](=[O:29])[N:15]([C:25]([O:27][CH3:28])=[O:26])[CH:16]([C:17]2[CH:22]=[CH:21][C:20]([F:23])=[C:19]([F:24])[CH:18]=2)[C:11]=1[C:9]([OH:10])=[O:8])[CH3:32]. Reactants: C(C1=CC=CC=C1)OC(=O)C1=C(N=C(N(C1C1=CC(=C(C=C1)F)F)C(=O)OC)OC)CC ((−)-5-(benzyloxycarbonyl)-4-ethyl-1,6-dihydro-2-methoxy-6-(3,4-difluorophenyl)-1-[methoxycarbonyl]pyrimidine). Product: C(C)C=1NC(N(C(C1C(=O)O)C1=CC(=C(C=C1)F)F)C(=O)OC)=O ((−)-1,2,3,6-tetrahydro-4-ethyl-2-oxo-6-(3,4-difluorophenyl)-1-[methoxycarbonyl]pyrimidine-5-carboxylic acid). Reactants: CC(=O)OCc1ccc2oc(-c3ccc(NC(=O)COc4ccccc4C)cc3)nc2c1, C1CCOC1, CO, CCOC(C)=O, [K+], [K+], O=C([O-])[O-], O. The product is Cc1ccccc1OCC(=O)Nc1ccc(-c2nc3cc(CO)ccc3o2)cc1. Reaction SMILES: [C:1](=[O:2])([CH3:3])[O:4][CH2:5][c:6]1[cH:7][cH:8][c:9]2[c:10]([n:11][c:12](-[c:14]3[cH:15][cH:16][c:17]([NH:20][C:21]([CH2:22][O:23][c:24]4[c:25]([CH3:30])[cH:26][cH:27][cH:28][cH:29]4)=[O:31])[cH:18][cH:19]3)[o:13]2)[cH:32]1.[CH2:42]1[O:43][CH2:44][CH2:45][CH2:46]1.[CH3:33][OH:34].[CH3:47][CH2:48][O:49][C:50]([CH3:51])=[O:52].[K+:36].[K+:37].[O-:38][C:39]([O-:40])=[O:41].[OH2:35]>>[OH:4][CH2:5][c:6]1[cH:7][cH:8][c:9]2[c:10]([n:11][c:12](-[c:14]3[cH:15][cH:16][c:17]([NH:20][C:21]([CH2:22][O:23][c:24]4[c:25]([CH3:30])[cH:26][cH:27][cH:28][cH:29]4)=[O:31])[cH:18][cH:19]3)[o:13]2)[cH:32]1. Procedure details: 3-Chloroperoxybenzoic acid (mCPBA) (3.8 g of 77% pure material, 14.2 mmol) was added to a stirring solution of 2-(chloromethyl)-1-(tetrahydro-2H-pyran-4-ylmethyl)-1H-imidazo[4,5-c]quinoline (3.0 g, 9.50 mmol) in dichloromethane (60 mL). After 15.5 hours, ammonium hydroxide (12 mL) and then p-toluenesulfonyl chloride (2.2 g, 11.4 mmol) were added to the stirring solution and the biphasic mixture was stirred at ambient temperature for 3 hours. The reaction was diluted with water (50 mL) and then t... The product is ClCC=1N(C2=C(C(=NC=3C=CC=CC23)N)N1)CC1CCOCC1 (2-(chloromethyl)-1-(tetrahydro-2H-pyran-4-ylmethyl)-1H-imidazo[4,5-c]quinolin-4-amine). Reactants: [OH-].[NH4+] (ammonium hydroxide), C1(=CC=C(C=C1)S(=O)(=O)Cl)C (p-toluenesulfonyl chloride), ClC=1C=C(C(=O)OO)C=CC1 (3-Chloroperoxybenzoic acid), ClCC=1N(C2=C(C=NC=3C=CC=CC23)N1)CC1CCOCC1 (2-(chloromethyl)-1-(tetrahydro-2H-pyran-4-ylmethyl)-1H-imidazo[4,5-c]quinoline). RXN SMILES: ClC1C=C(C=CC=1)C(OO)=O.[Cl:12][CH2:13][C:14]1[N:15]([CH2:27][CH:28]2[CH2:33][CH2:32][O:31][CH2:30][CH2:29]2)[C:16]2[C:25]3[CH:24]=[CH:23][CH:22]=[CH:21][C:20]=3[N:19]=[CH:18][C:17]=2[N:26]=1.[OH-].[NH4+:35].C1(C)C=CC(S(Cl)(=O)=O)=CC=1>ClCCl.O>[Cl:12][CH2:13][C:14]1[N:15]([CH2:27][CH:28]2[CH2:33][CH2:32][O:31][CH2:30][CH2:29]2)[C:16]2[C:25]3[CH:24]=[CH:23][CH:22]=[CH:21][C:20]=3[N:19]=[C:18]([NH2:35])[C:17]=2[N:26]=1 |f:2.3|. Solvent: ClCCl (dichloromethane), O (water). Run at time 15.5 hour. Starting materials: NCC(=O)C1=CC=C(C=C1)C1=CC=CC=C1 (2-amino-4'-phenylacetophenone), O1CCCC1 (tetrahydrofuran), C(C)O.O (ethanol water), N1C(=O)C(=O)C2=CC=CC=C12 (isatin), N1C(=O)C(=O)C2=CC=CC=C12 (isatin), [OH-].[Na+] (sodium hydroxide). The solvent is O (water), O (water). Conditions: temperature 90 celsius. The product is NC=1C(=NC2=CC=CC=C2C1C(=O)O)C1=CC=C(C=C1)OC1=CC=CC=C1 (3-Amino-2-(4-phenoxvphenvl)-4-quinolinecarboxylic acid). As a reaction SMILES: [NH:1]1[C:11]2[C:6](=[CH:7][CH:8]=[CH:9][CH:10]=2)[C:4](=O)[C:2]1=[O:3].[OH-:12].[Na+].[NH2:14][CH2:15][C:16]([C:18]1[CH:23]=[CH:22][C:21](C2C=CC=CC=2)=[CH:20][CH:19]=1)=O.[O:30]1[CH2:34][CH2:33][CH2:32][CH2:31]1.[CH2:35](O)[CH3:36].O>O>[NH2:14][C:15]1[C:16]([C:18]2[CH:19]=[CH:20][C:21]([O:30][C:34]3[CH:33]=[CH:32][CH:31]=[CH:36][CH:35]=3)=[CH:22][CH:23]=2)=[N:1][C:11]2[C:6]([C:4]=1[C:2]([OH:12])=[O:3])=[CH:7][CH:8]=[CH:9][CH:10]=2 |f:1.2,5.6|. Procedure: A 3.68 g portion of isatin was suspended in 36 ml of water. A solution of 5.62 g of sodium hydroxide in 20 ml of water was added and the mixture was heated to 90° C. A solution of 9.24 g of 2-amino-4'-phenylacetophenone in 122 ml of ethanol:water (1:1), containing sufficient tetrahydrofuran to effect solution was added dropwise to the isatin solution over 2 hours. This mixture was stirred at reflux for 2 hours, then the solvent was distilled off. The remaining solution was cooled in an ice bath,...